The task is: describe an organic reaction: reactants, conditions, products, and yield. This data is from the Open Reaction Database (ORD), a public repository of structured organic reaction records. Starting materials: solid, N[C@@H](CCC(=O)O)C(=O)O (L-glutamic acid), N[C@@H](CCC(=O)[O-])C(=O)[O-].[Sr+2] (strontium L-glutamate), solid, O.O.O.O.O.O.O.O.[OH-].[Ba+2].[OH-] (barium hydroxide octa hydrate), N[C@@H](CCC(=O)O)C(=O)O (L-glutamic acid). The solvent is O (water). Yields the product N[C@@H](CCC(=O)[O-])C(=O)[O-].[Ba+2] (Barium L-Glutamate). RXN SMILES: [NH2:1][C@H:2]([C:8]([O-:10])=[O:9])[CH2:3][CH2:4][C:5]([O-:7])=[O:6].[Sr+2].N[C@H](C(O)=O)CCC(O)=O.O.O.O.O.O.O.O.O.[OH-].[Ba+2:31].[OH-]>O>[NH2:1][C@H:2]([C:8]([O-:10])=[O:9])[CH2:3][CH2:4][C:5]([O-:7])=[O:6].[Ba+2:31] |f:0.1,3.4.5.6.7.8.9.10.11.12.13,15.16|. Procedure details: Basically the reaction conditions found for preparation of strontium L-glutamate (Example 8) was employed. A suspension of L-glutamic acid (white coloured) is prepared by adding 100 mL of millipore water to 14.713 g (0.1 moles) of solid L-glutamic acid (FLUKA 49449, MW 147.13, CAS 56-86-0) in a 250 mL beaker. To this suspension was added 37.86 g (0.12 moles) of solid barium hydroxide octa hydrate (FLUKA 11780, Ba (OH)2*8H2O, MW 315.5, CAS 12230-71-6). The reaction procedure described in Example ... The reactants are NC1=NN2C(N=CC=C2)=C1C(=O)N[C@@H](C)C1=NC2=CC=CC(=C2C(N1C1=CC=CC=C1)=O)Cl ((S)-2-amino-N-(1-(5-chloro-4-oxo-3-phenyl-3,4-dihydroquinazolin-2-yl)ethyl)pyrazolo[1,5-a]pyrimidine-3-carboxamide), C([O-])([O-])=O.[Cs+].[Cs+] (Cesium carbonate), CC(C)C1=CC(=C(C(=C1)C(C)C)C2=C(C=CC=C2)P(C3CCCCC3)C4CCCCC4)C(C)C (Xphos), C(#C)C=1C=NN(C1C)C (4-ethynyl-1,5-dimethyl-1H-pyrazole), C(#C)C=1C=NN(C1C)C (4-ethynyl-1,5-dimethyl-1H-pyrazole). Reagents/catalysts: CC#N.CC#N.Cl[Pd]Cl (Dichlorobis(acetonitrile)palladium). Run in C(CC)#N (propionitrile). Conditions: temperature 95 celsius, time 2 hour. Yields the product Compound 88, NC1=NN2C(N=CC=C2)=C1C(=O)N[C@@H](C)C1=NC2=CC=CC(=C2C(N1C1=CC=CC=C1)=O)C#CC=1C=NN(C1C)C ((S)-2-amino-N-(1-(5-((1,5-dimethyl-1H-pyrazol-4-yl)ethynyl)-4-oxo-3-phenyl-3,4-dihydroquinazolin-2-yl)ethyl)pyrazolo[1,5-a]pyrimidine-3-carboxamide). RXN SMILES: [C:1]([C:3]1[CH:4]=[N:5][N:6]([CH3:9])[C:7]=1[CH3:8])#[CH:2].[NH2:10][C:11]1[C:19]([C:20]([NH:22][C@H:23]([C:25]2[N:34]([C:35]3[CH:40]=[CH:39][CH:38]=[CH:37][CH:36]=3)[C:33](=[O:41])[C:32]3[C:27](=[CH:28][CH:29]=[CH:30][C:31]=3Cl)[N:26]=2)[CH3:24])=[O:21])=[C:14]2[N:15]=[CH:16][CH:17]=[CH:18][N:13]2[N:12]=1.C(=O)([O-])[O-].[Cs+].[Cs+].CC(C1C=C(C(C)C)C(C2C=CC=CC=2P(C2CCCCC2)C2CCCCC2)=C(C(C)C)C=1)C>C(#N)CC.CC#N.CC#N.Cl[Pd]Cl>[NH2:10][C:11]1[C:19]([C:20]([NH:22][C@H:23]([C:25]2[N:34]([C:35]3[CH:36]=[CH:37][CH:38]=[CH:39][CH:40]=3)[C:33](=[O:41])[C:32]3[C:27](=[CH:28][CH:29]=[CH:30][C:31]=3[C:2]#[C:1][C:3]3[CH:4]=[N:5][N:6]([CH3:9])[C:7]=3[CH3:8])[N:26]=2)[CH3:24])=[O:21])=[C:14]2[N:15]=[CH:16][CH:17]=[CH:18][N:13]2[N:12]=1 |f:2.3.4,7.8.9|. Procedure: Compound 88 was prepared in analogous fashion as compound 21 in example 9 except that 4-ethynyl-1,5-dimethyl-1H-pyrazole was used in place of 4-ethynyl-1-methyl-1H-pyrazole. A suspension of (S)-2-amino-N-(1-(5-chloro-4-oxo-3-phenyl-3,4-dihydroquinazolin-2-yl)ethyl)pyrazolo[1,5-a]pyrimidine-3-carboxamide (146 mg, 0.317 mmol), Cesium carbonate (198 mg, 0.608 mmol, 2 eq.), Dichlorobis(acetonitrile)palladium (II) (15 mg, 0.058 mmol, 0.2 eq.) and Xphos (87 mg, 0.182, 0.6 eq.) in propionitrile (2 mL) ... The reactants are ClC1=C(C=CC=C1)N(C(=O)C1=CC2=C(C3=C(OCC2)C=C(C=C3)C(=O)OC)S1)C (methyl 2-((2-chlorophenyl)(methyl)carbamoyl)-4,5-dihydrobenzo[b]thieno[2,3-d]oxepine-8-carboxylate), NC1(CCCC1)CO (1-amino-1-cyclopentanemethanol). Yields the product ClC1=C(C=CC=C1)N(C(=O)C1=CC2=C(C3=C(OCC2)C=C(C=C3)C(=O)NC3(CCCC3)CO)S1)C (N2-(2-chlorophenyl)-N8-(1-(hydroxymethyl)cyclopentyl)-N2-methyl-4,5-dihydrobenzo[b]thieno[2,3-d]oxepine-2,8-dicarboxamide). As a reaction SMILES: [Cl:1][C:2]1[CH:7]=[CH:6][CH:5]=[CH:4][C:3]=1[N:8]([CH3:29])[C:9]([C:11]1[S:28][C:14]2[C:15]3[CH:23]=[CH:22][C:21]([C:24](OC)=[O:25])=[CH:20][C:16]=3[O:17][CH2:18][CH2:19][C:13]=2[CH:12]=1)=[O:10].[NH2:30][C:31]1([CH2:36][OH:37])[CH2:35][CH2:34][CH2:33][CH2:32]1>>[Cl:1][C:2]1[CH:7]=[CH:6][CH:5]=[CH:4][C:3]=1[N:8]([CH3:29])[C:9]([C:11]1[S:28][C:14]2[C:15]3[CH:23]=[CH:22][C:21]([C:24]([NH:30][C:31]4([CH2:36][OH:37])[CH2:35][CH2:34][CH2:33][CH2:32]4)=[O:25])=[CH:20][C:16]=3[O:17][CH2:18][CH2:19][C:13]=2[CH:12]=1)=[O:10]. Procedure: Following Example 47 and General Procedure C, methyl 2-((2-chlorophenyl)(methyl)carbamoyl)-4,5-dihydrobenzo[b]thieno[2,3-d]oxepine-8-carboxylate 138 and 1-amino-1-cyclopentanemethanol gave 174. MS: (ESI+) 511.0 Reactants: C1(=CC=C(C=C1)C(C)=NOCCOC1=CC=C(C=C1)C[C@@H](C(=O)OCC[Si](C)(C)C)OC1=CC=C(C=C1)C(C)(C)C)C1=CC=CC=C1 (2-trimethylsilylethyl (S)-3-[4-[2-[[1-(4-biphenylyl)ethylidene]aminoxy]ethoxy]phenyl]-2-(4-t-butylphenoxy)propionate), solution, [F-].C(CCC)[N+](CCCC)(CCCC)CCCC (tetrabutylammonium fluoride). Solvent: O1CCCC1 (tetrahydrofuran). Yields the product C1(=CC=C(C=C1)C(C)=NOCCOC1=CC=C(C=C1)C[C@@H](C(=O)O)OC1=CC=C(C=C1)C(C)(C)C)C1=CC=CC=C1 ((S)-3-[4-[2-[[1-(4-Biphenylyl)ethylidene]aminoxy]ethoxy]phenyl]-2-(4-t-butylphenoxy)propionic acid). Yield: 67.0%. RXN SMILES: [C:1]1([C:42]2[CH:47]=[CH:46][CH:45]=[CH:44][CH:43]=2)[CH:6]=[CH:5][C:4]([C:7](=[N:9][O:10][CH2:11][CH2:12][O:13][C:14]2[CH:19]=[CH:18][C:17]([CH2:20][C@H:21]([O:31][C:32]3[CH:37]=[CH:36][C:35]([C:38]([CH3:41])([CH3:40])[CH3:39])=[CH:34][CH:33]=3)[C:22]([O:24]CC[Si](C)(C)C)=[O:23])=[CH:16][CH:15]=2)[CH3:8])=[CH:3][CH:2]=1.[F-].C([N+](CCCC)(CCCC)CCCC)CCC>O1CCCC1>[C:1]1([C:42]2[CH:47]=[CH:46][CH:45]=[CH:44][CH:43]=2)[CH:2]=[CH:3][C:4]([C:7](=[N:9][O:10][CH2:11][CH2:12][O:13][C:14]2[CH:19]=[CH:18][C:17]([CH2:20][C@H:21]([O:31][C:32]3[CH:33]=[CH:34][C:35]([C:38]([CH3:39])([CH3:40])[CH3:41])=[CH:36][CH:37]=3)[C:22]([OH:24])=[O:23])=[CH:16][CH:15]=2)[CH3:8])=[CH:5][CH:6]=1 |f:1.2|. Reported procedure: The reaction was carried out according to Reference example 7 using 2-trimethylsilylethyl (S)-3-[4-[2-[[1-(4-biphenylyl)ethylidene]aminoxy]ethoxy]phenyl]-2-(4-t-butylphenoxy)propionate (300 mg) obtained from Reference example 10 and a 1M solution of tetrabutylammonium fluoride in tetrahydrofuran (1.20 ml). The resulting residue was purified by chromatography on a silica gel column (eluant; methylene chloride/methanol=24/1˜19/1), and then the obtained compound was filtered off and washed with iso... The reactants are CC(=O)Nc1cc(Br)cc([N+](=O)[O-])c1, CI, CN(C)C=O, [H-], [Na+]. Product: CC(=O)N(C)c1cc(Br)cc([N+](=O)[O-])c1. Reaction SMILES: [Br:1][c:2]1[cH:3][c:4]([NH:11][C:12]([CH3:13])=[O:14])[cH:5][c:6]([N+:8](=[O:9])[O-:10])[cH:7]1.[CH3:17][I:18].[CH3:19][N:20]([CH3:21])[CH:22]=[O:23].[H-:16].[Na+:15]>>[Br:1][c:2]1[cH:3][c:4]([N:11]([C:12]([CH3:13])=[O:14])[CH3:17])[cH:5][c:6]([N+:8](=[O:9])[O-:10])[cH:7]1. Starting materials: CN1CC[C@@]23CCCC[C@@H]2[C@@H]1CC4=C3C=C(C=C4)OC.O.Br (Dextromethorphan hydrobromide). Reagents/catalysts: [N+](=O)([O-])[O-].[Ag+] (silver nitrate). Run in C(C)#N (acetonitrile). Conditions: time 30 minute. Product: nitrate salt, CN1CC[C@@]23CCCC[C@@H]2[C@@H]1CC4=C3C=C(C=C4)OC (Dextromethorphan). Reaction SMILES: [CH3:1][N:2]1[C@H:11]2[CH2:12][C:13]3[CH:18]=[CH:17][C:16]([O:19][CH3:20])=[CH:15][C:14]=3[C@:5]3([C@@H:10]2[CH2:9][CH2:8][CH2:7][CH2:6]3)[CH2:4][CH2:3]1.O.Br>C(#N)C.[N+]([O-])([O-])=O.[Ag+]>[CH3:1][N:2]1[C@H:11]2[CH2:12][C:13]3[CH:18]=[CH:17][C:16]([O:19][CH3:20])=[CH:15][C:14]=3[C@:5]3([C@@H:10]2[CH2:9][CH2:8][CH2:7][CH2:6]3)[CH2:4][CH2:3]1 |f:0.1.2,4.5|. Procedure details: The salt is prepared by adding silver nitrate (0.96 g, 5.68 mmoles) to a solution of Dextromethorphan hydrobromide (2 g, 5.68 mmoles) in acetonitrile (20 ml). The solution is then stirred at room temperature for 30 minutes. Filtering is then effected to remove silver bromide precipitate. The clear solution is added of ethyl ether (110 ml). A precipitate is formed, that is filtered, washed with ethyl ether and dried under vacuum. The solid obtained at the elemental analysis corresponds to the nit... The reactants are NC1=C2C(=NC=N1)N(N=C2C2=CC=C(OC1=C(C#N)C(=CC=C1)SC1=CC=C(C=C1)C)C=C2)[C@@H]2CC[C@@H](CC2)N2CCN(CC2)C (cis-2-(4-{4-amino-1-[4-(4-methylpiperazino)cyclohexyl]-1H-pyrazolo[3,4-d]pyrimidin-3-yl}phenoxy)-6-[(4-methylphenyl)sulfanyl]benzonitrile), C(\C=C/C(=O)O)(=O)O (maleic acid). Run in C(C)(=O)OCC.CO (ethyl acetate methanol), C(C)(=O)OCC (ethyl acetate). Product: C(\C=C/C(=O)O)(=O)O.C(\C=C/C(=O)O)(=O)O.C(\C=C/C(=O)O)(=O)O.NC1=C2C(=NC=N1)N(N=C2C2=CC=C(OC1=C(C#N)C(=CC=C1)SC1=CC=C(C=C1)C)C=C2)[C@@H]2CC[C@@H](CC2)N2CCN(CC2)C (cis-2-(4-{4-amino-1-[4-(4-methylpiperazino)cyclohexyl]-1H-pyrazolo[3,4-d]pyrimidin-3-yl}phenoxy)-6-[(4-methylphenyl)sulfanyl]benzonitrile tris-maleate). Isolated yield 36.2%. As a reaction SMILES: [NH2:1][C:2]1[N:7]=[CH:6][N:5]=[C:4]2[N:8]([C@H:34]3[CH2:39][CH2:38][C@@H:37]([N:40]4[CH2:45][CH2:44][N:43]([CH3:46])[CH2:42][CH2:41]4)[CH2:36][CH2:35]3)[N:9]=[C:10]([C:11]3[CH:33]=[CH:32][C:14]([O:15][C:16]4[CH:23]=[CH:22][CH:21]=[C:20]([S:24][C:25]5[CH:30]=[CH:29][C:28]([CH3:31])=[CH:27][CH:26]=5)[C:17]=4[C:18]#[N:19])=[CH:13][CH:12]=3)[C:3]=12.[C:47]([OH:54])(=[O:53])/[CH:48]=[CH:49]\[C:50]([OH:52])=[O:51]>C(OCC)(=O)C.CO.C(OCC)(=O)C>[C:47]([OH:54])(=[O:53])/[CH:48]=[CH:49]\[C:50]([OH:52])=[O:51].[C:47]([OH:54])(=[O:53])/[CH:48]=[CH:49]\[C:50]([OH:52])=[O:51].[C:47]([OH:54])(=[O:53])/[CH:48]=[CH:49]\[C:50]([OH:52])=[O:51].[NH2:1][C:2]1[N:7]=[CH:6][N:5]=[C:4]2[N:8]([C@H:34]3[CH2:39][CH2:38][C@@H:37]([N:40]4[CH2:41][CH2:42][N:43]([CH3:46])[CH2:44][CH2:45]4)[CH2:36][CH2:35]3)[N:9]=[C:10]([C:11]3[CH:12]=[CH:13][C:14]([O:15][C:16]4[CH:23]=[CH:22][CH:21]=[C:20]([S:24][C:25]5[CH:26]=[CH:27][C:28]([CH3:31])=[CH:29][CH:30]=5)[C:17]=4[C:18]#[N:19])=[CH:32][CH:33]=3)[C:3]=12 |f:2.3,5.6.7.8|. Reported procedure: A solution of cis-4-{4-amino-1-[4-(4-methylpiperazino)cyclohexyl]-1H-pyrazolo[3,4-d]pyrimidin-3-yl}phenol (0.300 g, 0.736 mmol) in dimethylformamide (20 mL), was treated with 2-fluoro-6-[(4-methylphenyl)sulfanyl]benzonitrile (0.447 g, 1.84 mmol) and potassium carbonate (0.203, 1.47 mmol). The reaction mixture was stirred at 120° C. over night under a nitrogen atmosphere. Ethyl acetate (150 mL) and 1 N sodium hydroxide solution were added to the reaction solution. The layers were partitioned, and... The reactants are CC(C)([O-])C.[K+] (Potassium tert-butoxide), CC1=C(C(=C(N1)C(=O)OCC)C1=CC=CC=C1)C(=O)OCC (diethyl 5-methyl-3-phenyl-1H-pyrrole-2,4-dicarboxylate), C(C)OCCl (chloromethyl ethyl ether). Solvent: CS(=O)C (dimethylsulfoxide). Run at time 1 hour. Yields the product C(C)OCN1C(=C(C(=C1C)C(=O)OCC)C1=CC=CC=C1)C(=O)OCC (diethyl 1-(ethoxymethyl)-5-methyl-3-phenyl-pyrrole-2,4-dicarboxylate). Isolated yield 55.9%. RXN SMILES: CC(C)([O-])C.[K+].[CH3:7][C:8]1[NH:12][C:11]([C:13]([O:15][CH2:16][CH3:17])=[O:14])=[C:10]([C:18]2[CH:23]=[CH:22][CH:21]=[CH:20][CH:19]=2)[C:9]=1[C:24]([O:26][CH2:27][CH3:28])=[O:25].[CH2:29]([O:31][CH2:32]Cl)[CH3:30]>CS(C)=O>[CH2:29]([O:31][CH2:32][N:12]1[C:8]([CH3:7])=[C:9]([C:24]([O:26][CH2:27][CH3:28])=[O:25])[C:10]([C:18]2[CH:23]=[CH:22][CH:21]=[CH:20][CH:19]=2)=[C:11]1[C:13]([O:15][CH2:16][CH3:17])=[O:14])[CH3:30] |f:0.1|. Reported procedure: Potassium tert-butoxide (557 mg, 4.97 mmol) was added to a stirred solution of diethyl 5-methyl-3-phenyl-1H-pyrrole-2,4-dicarboxylate (600 mg, 1.99 mmol) in dimethylsulfoxide (15 mL) at 10° C. and stirred at ambient temperature for 1 h. Upon cooling to 10° C., chloromethyl ethyl ether (377 mg, 3.99 mmol) was added and stirred at ambient temperature for 12 h. The mixture was poured onto ice-water and extracted with diethyl ether (5×10 mL). The combined organic layers were washed with water, brine... The reactants are ClC1=CC2=C(CN(CCC2O)C)S1 (2-chloro-7-methyl-5,6,7,8-tetrahydro-4H-thieno[2,3-c]azepin-4-ol), ClC=1C=C(C=CC1Cl)F (3,4-dichloro-1-fluorobenzene). Product: Cl.ClC1=CC2=C(CN(CCC2OC2=CC(=C(C=C2)Cl)Cl)C)S1 (2-Chloro-4-(3,4-dichlorophenyloxy)-7-methyl-5,6,7,8-tetrahydro-4H-thieno[2,3-c]azepine hydrochloride). As a reaction SMILES: [Cl:1][C:2]1[S:13][C:5]2[CH2:6][N:7]([CH3:12])[CH2:8][CH2:9][CH:10]([OH:11])[C:4]=2[CH:3]=1.[Cl:14][C:15]1[CH:16]=[C:17](F)[CH:18]=[CH:19][C:20]=1[Cl:21]>>[ClH:1].[Cl:1][C:2]1[S:13][C:5]2[CH2:6][N:7]([CH3:12])[CH2:8][CH2:9][CH:10]([O:11][C:18]3[CH:17]=[CH:16][C:15]([Cl:14])=[C:20]([Cl:21])[CH:19]=3)[C:4]=2[CH:3]=1 |f:2.3|. Procedure details: The same method as in Example 3 was conducted using 2-chloro-7-methyl-5,6,7,8-tetrahydro-4H-thieno[2,3-c]azepin-4-ol (Reference Example 24) instead of 6-methyl-4,5,6,7-tetrahydrothieno[2,3-c]pyridin-4-ol (Reference Example 6) and was conducted using 3,4-dichloro-1-fluorobenzene instead of 1,3-difluorobenzene to give the objective compound. Starting materials: COCCCc1cc(CN(C(=O)C2CN(C(=O)OC(C)(C)C)CCC2c2ccc(OCCOc3c(Cl)cc(C)cc3Cl)cc2)C2CC2)cc(OCCOC)c1, ClCCl, Cl, C1COCCO1. Product: COCCCc1cc(CN(C(=O)C2CNCCC2c2ccc(OCCOc3c(Cl)cc(C)cc3Cl)cc2)C2CC2)cc(OCCOC)c1. As a reaction SMILES: [CH:1]1([N:4]([C:5](=[O:6])[CH:7]2[CH2:8][N:9]([C:32]([O:33][C:34]([CH3:35])([CH3:36])[CH3:37])=[O:38])[CH2:10][CH2:11][CH:12]2[c:13]2[cH:14][cH:15][c:16]([O:19][CH2:20][CH2:21][O:22][c:23]3[c:24]([Cl:31])[cH:25][c:26]([CH3:30])[cH:27][c:28]3[Cl:29])[cH:17][cH:18]2)[CH2:39][c:40]2[cH:41][c:42]([O:51][CH2:52][CH2:53][O:54][CH3:55])[cH:43][c:44]([CH2:46][CH2:47][CH2:48][O:49][CH3:50])[cH:45]2)[CH2:2][CH2:3]1.[Cl:63][CH2:64][Cl:65].[ClH:56].[O:57]1[CH2:58][CH2:59][O:60][CH2:61][CH2:62]1>>[CH:1]1([N:4]([C:5](=[O:6])[CH:7]2[CH2:8][NH:9][CH2:10][CH2:11][CH:12]2[c:13]2[cH:14][cH:15][c:16]([O:19][CH2:20][CH2:21][O:22][c:23]3[c:24]([Cl:31])[cH:25][c:26]([CH3:30])[cH:27][c:28]3[Cl:29])[cH:17][cH:18]2)[CH2:39][c:40]2[cH:41][c:42]([O:51][CH2:52][CH2:53][O:54][CH3:55])[cH:43][c:44]([CH2:46][CH2:47][CH2:48][O:49][CH3:50])[cH:45]2)[CH2:2][CH2:3]1.